Dataset: the Open Reaction Database (ORD), a public repository of structured organic reaction records. Task: describe an organic reaction: reactants, conditions, products, and yield Reactants: O=C([O-])O, CCOC(CBr)OCC, CCc1cccc(N)c1, CCO, [Na+]. Product: CCOC(CNc1cccc(CC)c1)OCC. RXN SMILES: [C:19](=[O:20])([OH:21])[O-:22].[CH2:10]([CH3:11])[O:12][CH:13]([CH2:14][Br:15])[O:16][CH2:17][CH3:18].[CH2:1]([CH3:2])[c:3]1[cH:4][c:5]([NH2:6])[cH:7][cH:8][cH:9]1.[CH3:24][CH2:25][OH:26].[Na+:23]>>[CH2:1]([CH3:2])[c:3]1[cH:4][c:5]([NH:6][CH2:14][CH:13]([O:12][CH2:10][CH3:11])[O:16][CH2:17][CH3:18])[cH:7][cH:8][cH:9]1. Reactants: (+)-(4aR)-(10bR)-4-methyl-10b-methyl-1,2,3,4,4a-,5,6,10b-octahydrobenzo[f]quinolin-3-one 8-boronic acid, FC(C1=NC2=C(C=CC=C2C(=C1)Br)C(F)(F)F)(F)F (2,8-bis(trifluoromethyl)-4-bromoquinoline), C([O-])([O-])=O.[Na+].[Na+] (sodium carbonate), C1CCOC1 (THF). The reagents and catalysts are C=1C=CC(=CC1)[P](C=2C=CC=CC2)(C=3C=CC=CC3)[Pd]([P](C=4C=CC=CC4)(C=5C=CC=CC5)C=6C=CC=CC6)([P](C=7C=CC=CC7)(C=8C=CC=CC8)C=9C=CC=CC9)[P](C=1C=CC=CC1)(C=1C=CC=CC1)C=1C=CC=CC1 (tetrakis(triphenylphosphine)palladium(0)). The solvent is C(C)(=O)OCC (ethyl acetate). The product is CN1C(CC[C@@]2(C3=C(CC[C@@H]12)C=C(C=C3)C3=CC(=NC1=C(C=CC=C31)C(F)(F)F)C(F)(F)F)C)=O ((+)-(4aR)-(10bR)-4-methyl-8-[2,8-bis(trifluoromethyl)-4-quinolinyl]-10b-methyl-1,2,3,4,4a,5,6,10b-octahydrobenzo[f]-quinolin-3-one). The yield is 48.0%. Reaction SMILES: [F:1][C:2]([F:19])([F:18])[C:3]1[CH:12]=[C:11](Br)[C:10]2[C:5](=[C:6]([C:14]([F:17])([F:16])[F:15])[CH:7]=[CH:8][CH:9]=2)[N:4]=1.[C:20](=[O:23])([O-])[O-].[Na+].[Na+].[CH2:26]1[CH2:30]O[CH2:28][CH2:27]1>C(OCC)(=O)C.C1C=CC([P]([Pd]([P](C2C=CC=CC=2)(C2C=CC=CC=2)C2C=CC=CC=2)([P](C2C=CC=CC=2)(C2C=CC=CC=2)C2C=CC=CC=2)[P](C2C=CC=CC=2)(C2C=CC=CC=2)C2C=CC=CC=2)(C2C=CC=CC=2)C2C=CC=CC=2)=CC=1>[CH3:5][N:4]1[C@H:3]2[C@@:26]([CH3:30])([C:26]3[CH:30]=[CH:14][C:6]([C:11]4[C:10]5[C:5](=[C:6]([C:14]([F:17])([F:16])[F:15])[CH:7]=[CH:8][CH:9]=5)[N:4]=[C:3]([C:2]([F:19])([F:18])[F:1])[CH:12]=4)=[CH:7][C:27]=3[CH2:28][CH2:2]2)[CH2:27][CH2:28][C:20]1=[O:23] |f:1.2.3,^1:40,42,61,80|. Procedure: A 15 mL round bottom flask was charged with (+)-(4aR)-(10bR)-4-methyl-10b-methyl-1,2,3,4,4a-,5,6,10b-octahydrobenzo[f]quinolin-3-one-8-boronic acid (178 mg, 0.65 mmol), tetrakis(triphenylphosphine)palladium(0) (23 mg, 0.02 mmol), 2,8-bis(trifluoromethyl)-4-bromoquinoline (224 mg, 0.65 mmol), 0.65 mL of 2M aqueous sodium carbonate and 2 mL of THF, fitted with a reflux condenser, and the stirred mixture was heated at 80°, under nitrogen, for 24 h. The mixture was cooled, diluted with ethyl acetate... Reactants: COC1=NC(=C(C=C1NC(OC1=CC=CC=C1)=S)C)CCC (Phenyl N-(2-methoxy-5-methyl-6-propylpyridin-3-yl)thiocarbamate), CC=1C=C(C=C(C1)C)N1CCNCC1 (1-(3,5-dimethylphenyl)piperazine). The product is COC1=NC(=C(C=C1NC(=S)N1CCN(CC1)C1=CC(=CC(=C1)C)C)C)CCC (1-[(2-Methoxy-5-methyl-6-propylpyridin-3-yl)aminothiocarbonyl]-4-(3,5-dimethylphenyl)piperazine). Yield: 49.0%. RXN SMILES: [CH3:1][O:2][C:3]1[C:8]([NH:9][C:10](=[S:18])OC2C=CC=CC=2)=[CH:7][C:6]([CH3:19])=[C:5]([CH2:20][CH2:21][CH3:22])[N:4]=1.[CH3:23][C:24]1[CH:25]=[C:26]([N:31]2[CH2:36][CH2:35][NH:34][CH2:33][CH2:32]2)[CH:27]=[C:28]([CH3:30])[CH:29]=1>>[CH3:1][O:2][C:3]1[C:8]([NH:9][C:10]([N:34]2[CH2:35][CH2:36][N:31]([C:26]3[CH:27]=[C:28]([CH3:30])[CH:29]=[C:24]([CH3:23])[CH:25]=3)[CH2:32][CH2:33]2)=[S:18])=[CH:7][C:6]([CH3:19])=[C:5]([CH2:20][CH2:21][CH3:22])[N:4]=1. Reported procedure: Phenyl N-(2-methoxy-5-methyl-6-propylpyridin-3-yl)thiocarbamate and 1-(3,5-dimethylphenyl)piperazine were reacted by the same way with the example 22 to obtain the titled compound. Reactants: COCc1c(Br)ncc2[nH]c3ccc(OCc4ccccc4)cc3c12, Cc1ccccc1, CCO, OB(O)c1ccccc1, [Pd], c1ccc(P(c2ccccc2)c2ccccc2)cc1, c1ccc(P(c2ccccc2)c2ccccc2)cc1, c1ccc(P(c2ccccc2)c2ccccc2)cc1, c1ccc(P(c2ccccc2)c2ccccc2)cc1. Product: COCc1c(-c2ccccc2)ncc2[nH]c3ccc(OCc4ccccc4)cc3c12. As a reaction SMILES: [Br:1][c:2]1[n:3][cH:4][c:5]2[nH:6][c:7]3[cH:8][cH:9][c:10]([O:18][CH2:19][c:20]4[cH:21][cH:22][cH:23][cH:24][cH:25]4)[cH:11][c:12]3[c:13]2[c:14]1[CH2:15][O:16][CH3:17].[CH3:35][c:36]1[cH:37][cH:38][cH:39][cH:40][cH:41]1.[CH3:42][CH2:43][OH:44].[OH:26][B:27]([OH:28])[c:29]1[cH:30][cH:31][cH:32][cH:33][cH:34]1.[Pd:45].[c:103]1([P:104]([c:105]2[cH:106][cH:107][cH:108][cH:109][cH:110]2)[c:111]2[cH:112][cH:113][cH:114][cH:115][cH:116]2)[cH:117][cH:118][cH:119][cH:120][cH:121]1.[c:46]1([P:47]([c:48]2[cH:49][cH:50][cH:51][cH:52][cH:53]2)[c:54]2[cH:55][cH:56][cH:57][cH:58][cH:59]2)[cH:60][cH:61][cH:62][cH:63][cH:64]1.[c:65]1([P:66]([c:67]2[cH:68][cH:69][cH:70][cH:71][cH:72]2)[c:73]2[cH:74][cH:75][cH:76][cH:77][cH:78]2)[cH:79][cH:80][cH:81][cH:82][cH:83]1.[c:84]1([P:85]([c:86]2[cH:87][cH:88][cH:89][cH:90][cH:91]2)[c:92]2[cH:93][cH:94][cH:95][cH:96][cH:97]2)[cH:98][cH:99][cH:100][cH:101][cH:102]1>>[c:2]1(-[c:29]2[cH:30][cH:31][cH:32][cH:33][cH:34]2)[n:3][cH:4][c:5]2[nH:6][c:7]3[cH:8][cH:9][c:10]([O:18][CH2:19][c:20]4[cH:21][cH:22][cH:23][cH:24][cH:25]4)[cH:11][c:12]3[c:13]2[c:14]1[CH2:15][O:16][CH3:17]. Reactants: CCOCC (ether), [Cl-].[NH4+] (ammonium chloride), C(C1=CC=CC=C1)[Mg]Cl (benzyl magnesium chloride), ClC=1C=CC(=C(C(=O)C2=CC=CC=C2)C1)O (5-chloro-2-hydroxy-benzophenone). Run in C1=CC=CC=C1 (benzene). Reaction conditions: temperature 20 celsius, time 1 hour. Product: ClC=1C=CC(=C(C1)C(O)(C1=CC=CC=C1)CC1=CC=CC=C1)O (5-chloro-2-hydroxy-α-benzyl-α-phenyl-benzene methanol). RXN SMILES: CCOCC.[CH2:6]([Mg]Cl)[C:7]1[CH:12]=[CH:11][CH:10]=[CH:9][CH:8]=1.[Cl:15][C:16]1[CH:17]=[CH:18][C:19]([OH:30])=[C:20]([CH:29]=1)[C:21]([C:23]1[CH:28]=[CH:27][CH:26]=[CH:25][CH:24]=1)=[O:22].[Cl-].[NH4+]>C1C=CC=CC=1>[Cl:15][C:16]1[CH:17]=[CH:18][C:19]([OH:30])=[C:20]([C:21]([CH2:6][C:7]2[CH:12]=[CH:11][CH:10]=[CH:9][CH:8]=2)([C:23]2[CH:28]=[CH:27][CH:26]=[CH:25][CH:24]=2)[OH:22])[CH:29]=1 |f:3.4|. Procedure: 322 ml of an ether solution titrating 1.12 M/liter of benzyl magnesium chloride were added over one hour to a solution of 34 g of 5-chloro-2-hydroxy-benzophenone in 150 ml of benzene and the mixture was allowed to stand for one hour and was then stirred at 20° C. for 16 hours. The mixture was poured into one liter of aqueous saturated ammonium chloride solution and the mixture was washed with water and was extracted 3 times with 400 ml of ether. The ether phase was dried over magnesium sulfate a... The reagents and catalysts are C=1C=CC(=CC1)/C=C/C(=O)/C=C/C2=CC=CC=C2.C=1C=CC(=CC1)/C=C/C(=O)/C=C/C2=CC=CC=C2.C=1C=CC(=CC1)/C=C/C(=O)/C=C/C2=CC=CC=C2.[Pd].[Pd] (Pd2(dba)3). Product: C(C1=CC=CC=C1)NC1=NC(=CC=C1)C1=CN=C2N1C=CN=C2N2CCN(CC2)C (benzyl-{6-[8-(4-methyl-piperazin-1-yl)-imidazo[1,2-a]pyrazin-3-yl]-pyridin-2-yl}-amine). Reported procedure: A mixture of 3-(6-bromo-pyridin-2-yl)-8-(4-methyl-piperazin-1-yl)-imidazo[1,2-a]pyrazine (from Example 39 supra) (0.187 g, 0.5 mmol), benzylamine (0.075 g, 0.7 mmol), Pd2(dba)3 (30 mg), Davephos (40 mg), NaOtBu (70 mg, 0.73 mmol) in dioxane (20 mL) was bubbled with N2 for several minutes and then heated under N2 at reflux overnight. The solution was then cooled to room temperature and filtered. The filtrate was concentrated under reduced pressure. The residue was purified firstly by chromatograp... Solvent: O1CCOCC1 (dioxane). As a reaction SMILES: Br[C:2]1[N:7]=[C:6]([C:8]2[N:12]3[CH:13]=[CH:14][N:15]=[C:16]([N:17]4[CH2:22][CH2:21][N:20]([CH3:23])[CH2:19][CH2:18]4)[C:11]3=[N:10][CH:9]=2)[CH:5]=[CH:4][CH:3]=1.[CH2:24]([NH2:31])[C:25]1[CH:30]=[CH:29][CH:28]=[CH:27][CH:26]=1.CN(C1C(C2C(P(C3CCCCC3)C3CCCCC3)=CC=CC=2)=CC=CC=1)C.CC([O-])(C)C.[Na+]>O1CCOCC1.C1C=CC(/C=C/C(/C=C/C2C=CC=CC=2)=O)=CC=1.C1C=CC(/C=C/C(/C=C/C2C=CC=CC=2)=O)=CC=1.C1C=CC(/C=C/C(/C=C/C2C=CC=CC=2)=O)=CC=1.[Pd].[Pd]>[CH2:24]([NH:31][C:2]1[CH:3]=[CH:4][CH:5]=[C:6]([C:8]2[N:12]3[CH:13]=[CH:14][N:15]=[C:16]([N:17]4[CH2:22][CH2:21][N:20]([CH3:23])[CH2:19][CH2:18]4)[C:11]3=[N:10][CH:9]=2)[N:7]=1)[C:25]1[CH:30]=[CH:29][CH:28]=[CH:27][CH:26]=1 |f:3.4,6.7.8.9.10|. Reactants: BrC1=CC=CC(=N1)C1=CN=C2N1C=CN=C2N2CCN(CC2)C (3-(6-bromo-pyridin-2-yl)-8-(4-methyl-piperazin-1-yl)-imidazo[1,2-a]pyrazine), C(C1=CC=CC=C1)N (benzylamine), CN(C)C1=CC=CC=C1C2=CC=CC=C2P(C3CCCCC3)C4CCCCC4 (Davephos), CC(C)(C)[O-].[Na+] (NaOtBu). Starting materials: Cc1ccc(OCC2CNCCO2)c(NC(=O)Nc2cnc(C#N)cn2)c1, CC(=O)O[BH-](OC(C)=O)OC(C)=O, C=O, CO, Cl, [Na+]. Yields the product Cc1ccc(OCC2CN(C)CCO2)c(NC(=O)Nc2cnc(C#N)cn2)c1. Reaction SMILES: [C:2](#[N:3])[c:4]1[n:5][cH:6][c:7]([NH:10][C:11](=[O:12])[NH:13][c:14]2[c:15]([O:21][CH2:22][CH:23]3[O:24][CH2:25][CH2:26][NH:27][CH2:28]3)[cH:16][cH:17][c:18]([CH3:20])[cH:19]2)[n:8][cH:9]1.[C:31]([O:32][BH-:33]([O:34][C:35](=[O:36])[CH3:37])[O:38][C:39](=[O:40])[CH3:41])(=[O:42])[CH3:43].[CH2:29]=[O:30].[CH3:45][OH:46].[ClH:1].[Na+:44]>>[C:2](#[N:3])[c:4]1[n:5][cH:6][c:7]([NH:10][C:11](=[O:12])[NH:13][c:14]2[c:15]([O:21][CH2:22][CH:23]3[O:24][CH2:25][CH2:26][N:27]([CH3:31])[CH2:28]3)[cH:16][cH:17][c:18]([CH3:20])[cH:19]2)[n:8][cH:9]1. Starting materials: CN(C)c1ccc([N+](=O)[O-])cn1, CCO, [Cl-], [Na+], O=C([O-])O, O, O. Yields the product CN(C)c1ccc(N)cn1. RXN SMILES: [CH3:1][N:2]([c:3]1[n:4][cH:5][c:6]([N+:9]([O-:10])=[O:11])[cH:7][cH:8]1)[CH3:12].[CH3:21][CH2:22][OH:23].[Cl-:15].[Na+:20].[O-:16][C:17]([OH:18])=[O:19].[OH2:13].[OH2:14]>>[CH3:1][N:2]([c:3]1[n:4][cH:5][c:6]([NH2:9])[cH:7][cH:8]1)[CH3:12]. The reagents and catalysts are N1C=NC=C1 (imidazole). Reaction conditions: temperature 10 celsius, time 15 minute. Procedure: To a suspension of NaH (60% in mineral oil, 4 g, 100 mmol) in THF (80 mL) was added a solution of diacetone-α-D-glucose (10.5 g, 40 mmol) and imidazole (136 mg, 2 mmol) in THF (20 mL) dropwise while keeping inner temperature below 15° C. The formed mixture was stirred at 10° C. for 15 minutes. To the previous mixture was added carbon disulfide (14.8 g, 200 mmol) and the reaction mixture was stirred at room temperature for 1 hour. The reaction mixture was added iodomethane (24.6 g, 200 mmol) and ... The product is CSC(O[C@H]1[C@H](O[C@@H]2OC(O[C@@H]21)(C)C)C2OC(OC2)(C)C)=S (O-[(3aR,5R,6S,6aR)-5-(2,2-dimethyl-1,3-dioxolan-4-yl)-2,2-dimethyl-3a,5,6,6a-tetrahydrofuro[2,3-d][1,3]dioxol-6-yl] methylsulfanylmethanethioate). RXN SMILES: [H-].[Na+].CC(C[C:7](O)([CH3:9])[CH3:8])=O.[OH:11][C@H:12]1[O:20][C@H:19]([CH2:21][OH:22])[C@@H:17]([OH:18])[C@H:15]([OH:16])[C@H:13]1[OH:14].[C:23](=[S:25])=[S:24].I[CH3:27].[CH2:28]1[CH2:32]OC[CH2:29]1>N1C=CN=C1>[CH3:27][S:24][C:23](=[S:25])[O:22][C@@H:21]1[C@@H:13]2[C@@H:12]([O:11][C:28]([CH3:32])([CH3:29])[O:14]2)[O:20][C@@H:19]1[CH:17]1[CH2:15][O:16][C:7]([CH3:8])([CH3:9])[O:18]1 |f:0.1,2.3|. Reactants: IC (iodomethane), [H-].[Na+] (NaH), C1CCOC1 (THF), CC(=O)CC(C)(C)O.O[C@@H]1[C@H](O)[C@@H](O)[C@H](O)[C@H](O1)CO (diacetone α-D-glucose), C1CCOC1 (THF), C(=S)=S (carbon disulfide).